Dataset: the Open Reaction Database (ORD), a public repository of structured organic reaction records. Task: describe an organic reaction: reactants, conditions, products, and yield The reactants are COC(=O)CC1(OC)OC(COCc2ccccc2)C(OCc2ccccc2)C(OCc2ccccc2)C1OCc1ccccc1, C1CCOC1, CC(C)C[AlH]CC(C)C, Cc1ccccc1. The product is COC1(CCO)OC(COCc2ccccc2)C(OCc2ccccc2)C(OCc2ccccc2)C1OCc1ccccc1. As a reaction SMILES: [CH2:1]([c:2]1[cH:3][cH:4][cH:5][cH:6][cH:7]1)[O:8][CH:9]1[C:10]([O:40][CH3:41])([CH2:42][C:43](=[O:44])[O:45][CH3:46])[O:11][CH:12]([CH2:31][O:32][CH2:33][c:34]2[cH:35][cH:36][cH:37][cH:38][cH:39]2)[CH:13]([O:23][CH2:24][c:25]2[cH:26][cH:27][cH:28][cH:29][cH:30]2)[CH:14]1[O:15][CH2:16][c:17]1[cH:18][cH:19][cH:20][cH:21][cH:22]1.[CH2:56]1[O:57][CH2:58][CH2:59][CH2:60]1.[CH3:47][CH:48]([CH2:49][AlH:50][CH2:51][CH:52]([CH3:53])[CH3:54])[CH3:55].[CH3:61][c:62]1[cH:63][cH:64][cH:65][cH:66][cH:67]1>>[CH2:1]([c:2]1[cH:3][cH:4][cH:5][cH:6][cH:7]1)[O:8][CH:9]1[C:10]([O:40][CH3:41])([CH2:42][CH2:43][OH:44])[O:11][CH:12]([CH2:31][O:32][CH2:33][c:34]2[cH:35][cH:36][cH:37][cH:38][cH:39]2)[CH:13]([O:23][CH2:24][c:25]2[cH:26][cH:27][cH:28][cH:29][cH:30]2)[CH:14]1[O:15][CH2:16][c:17]1[cH:18][cH:19][cH:20][cH:21][cH:22]1. Reactants: C1CCOC1, CCOC(=O)c1cnc(Cl)nc1Nc1ccc(-n2ccnc2)c(F)c1, [Li+], [OH-]. Yields the product O=C(O)c1cnc(Cl)nc1Nc1ccc(-n2ccnc2)c(F)c1. RXN SMILES: [CH2:28]1[O:29][CH2:30][CH2:31][CH2:32]1.[Cl:1][c:2]1[n:3][cH:4][c:5]([C:21](=[O:22])[O:23][CH2:24][CH3:25])[c:6]([NH:8][c:9]2[cH:10][c:11]([F:20])[c:12](-[n:15]3[cH:16][n:17][cH:18][cH:19]3)[cH:13][cH:14]2)[n:7]1.[Li+:27].[OH-:26]>>[Cl:1][c:2]1[n:3][cH:4][c:5]([C:21](=[O:22])[OH:23])[c:6]([NH:8][c:9]2[cH:10][c:11]([F:20])[c:12](-[n:15]3[cH:16][n:17][cH:18][cH:19]3)[cH:13][cH:14]2)[n:7]1. The product is CCC1(CCCBr)C(=O)NC(=O)NC1=O. RXN SMILES: [BrH:15].[CH2:1]([CH3:2])[C:3]1([CH2:12][CH:13]=[CH2:14])[C:4](=[O:11])[NH:5][C:6](=[O:10])[NH:7][C:8]1=[O:9].[CH3:16][c:17]1[cH:18][cH:19][cH:20][cH:21][cH:22]1>>[CH2:1]([CH3:2])[C:3]1([CH2:12][CH2:13][CH2:14][Br:15])[C:4](=[O:11])[NH:5][C:6](=[O:10])[NH:7][C:8]1=[O:9]. Reactants: Br, C=CCC1(CC)C(=O)NC(=O)NC1=O, Cc1ccccc1. The reactants are C12(CC3CC(CC(C1)C3)C2)C2=NN=C(N2C)C2=CC=C(C=C2)SC (3-(1-adamantyl)-4-methyl-5-[4-(methylthio)phenyl]-4H-1,2,4-triazole), ClC1=CC(=CC=C1)C(=O)OO (m-chloroperbenzoic acid). Solvent: C(Cl)Cl (methylene chloride), C(Cl)Cl (methylene chloride). Conditions: time 25 minute. The product is C12(CC3CC(CC(C1)C3)C2)C2=NN=C(N2C)C2=CC=C(C=C2)S(=O)C (3-(1-adamantyl)-4-methyl-5-[4-(methylsulfinyl)phenyl]-4H-1,2,4-triazole). Reaction SMILES: [C:1]12([C:11]3[N:15]([CH3:16])[C:14]([C:17]4[CH:22]=[CH:21][C:20]([S:23][CH3:24])=[CH:19][CH:18]=4)=[N:13][N:12]=3)[CH2:10][CH:5]3[CH2:6][CH:7]([CH2:9][CH:3]([CH2:4]3)[CH2:2]1)[CH2:8]2.ClC1C=CC=C(C(OO)=[O:33])C=1>C(Cl)Cl>[C:1]12([C:11]3[N:15]([CH3:16])[C:14]([C:17]4[CH:22]=[CH:21][C:20]([S:23]([CH3:24])=[O:33])=[CH:19][CH:18]=4)=[N:13][N:12]=3)[CH2:8][CH:7]3[CH2:6][CH:5]([CH2:4][CH:3]([CH2:9]3)[CH2:2]1)[CH2:10]2. Procedure details: A mixture of 3-(1-adamantyl)-4-methyl-5-[4-(methylthio)phenyl]-4H-1,2,4-triazole (4-23) (50 mg, 0.15 mmol) and m-chloroperbenzoic acid (85%, MCPBA) (45 mg, 0.22 mmol) in methylene chloride (0.75 mL) was stirred at room temperature for 25 min. The mixture was diluted with methylene chloride, washed with 10% aqueous K2CO3, water, and saturated brine and dried (MgSO4). The residue after evaporation in vacuo was purified by reverse-phase chromatography on a C-18 silica gel column with an acetonitril... Starting materials: O1C(CC2=C1C=CC=C2)CC(=O)O (2-(2,3-dihydrobenzofuran-2-yl)-acetic acid), [H-].[Al+3].[Li+].[H-].[H-].[H-] (lithium aluminum hydride), O (water), [OH-].[Na+] (sodium hydroxide), O (water). Run in O1CCCC1 (tetrahydrofuran), O1CCCC1 (tetrahydrofuran). The product is OCCC1OC2=C(C1)C=CC=C2 (2-(2-hydroxyethyl)-2,3-dihydrobenzofuran). Reaction SMILES: [O:1]1[C:5]2[CH:6]=[CH:7][CH:8]=[CH:9][C:4]=2[CH2:3][CH:2]1[CH2:10][C:11](O)=[O:12].[H-].[Al+3].[Li+].[H-].[H-].[H-].O.[OH-].[Na+]>O1CCCC1>[OH:12][CH2:11][CH2:10][CH:2]1[CH2:3][C:4]2[CH:9]=[CH:8][CH:7]=[CH:6][C:5]=2[O:1]1 |f:1.2.3.4.5.6,8.9|. Procedure details: The starting material is prepared as follows: The solution of 14.2 g of 2-(2,3-dihydrobenzofuran-2-yl)-acetic acid [Gazz. Chim. Ital. 93, 52 (1963)] in 100 ml of tetrahydrofuran is added dropwise to the suspension of 4.55 g of lithium aluminum hydride in 200 ml of tetrahydrofuran while stirring. The mixture is refluxed for 18 hours, then cooled in an ice-bath and decomposed by adding 4.5 ml of water, 4.5 ml 15% aqueous sodium hydroxide and 14.6 ml of water. It is filtered, evaporated and the res... The reactants are CC(C)C1CCC(=O)N1C(=O)OC(C)(C)C, CC(C)=O, CC(C)C1CCC(=O)N1C(=O)O, [Na+], [Na+], [OH-], O, O=S(=O)([O-])O. The product is CC(C)C(CCC(=O)O)NC(=O)OC(C)(C)C. RXN SMILES: [C:13]([CH3:14])([CH3:15])([CH3:16])[O:17][C:18](=[O:19])[N:20]1[CH:21]([CH:26]([CH3:27])[CH3:28])[CH2:22][CH2:23][C:24]1=[O:25].[CH3:38][C:39](=[O:40])[CH3:41].[CH:1]([CH:2]1[CH2:3][CH2:4][C:5](=[O:9])[N:6]1[C:7]([OH:8])=[O:10])([CH3:11])[CH3:12].[Na+:30].[Na+:36].[OH-:29].[OH2:37].[S:31](=[O:32])(=[O:33])([OH:34])[O-:35]>>[OH:9][C:24]([CH2:23][CH2:22][CH:21]([NH:20][C:18]([O:17][C:13]([CH3:14])([CH3:15])[CH3:16])=[O:19])[CH:26]([CH3:27])[CH3:28])=[O:25].